This data is from the Open Reaction Database (ORD), a public repository of structured organic reaction records. The task is: describe an organic reaction: reactants, conditions, products, and yield Reactants: BrC=1C=CC(=C(COCCCC2N(CCCC2)C(=O)OC(C)(C)C)C1)F (3-(5-Bromo-2-fluorobenzyloxy)-1-[1-(t-butoxycarbonyl)piperidin-2-yl]propane), FC(C(=O)O)(F)F (trifluoroacetic acid). The solvent is C(Cl)Cl (methylene chloride), C(Cl)Cl (methylene chloride). Run at temperature 0 celsius, time 20 minute. Yields the product BrC=1C=CC(=C(COCCCC2NCCCC2)C1)F (3-(5-bromo-2-fluorobenzyloxy)-1-(piperidin-2-yl)propane). RXN SMILES: [Br:1][C:2]1[CH:3]=[CH:4][C:5]([F:26])=[C:6]([CH:25]=1)[CH2:7][O:8][CH2:9][CH2:10][CH2:11][CH:12]1[CH2:17][CH2:16][CH2:15][CH2:14][N:13]1C(OC(C)(C)C)=O.FC(F)(F)C(O)=O>C(Cl)Cl>[Br:1][C:2]1[CH:3]=[CH:4][C:5]([F:26])=[C:6]([CH:25]=1)[CH2:7][O:8][CH2:9][CH2:10][CH2:11][CH:12]1[CH2:17][CH2:16][CH2:15][CH2:14][NH:13]1. Procedure: 3-(5-Bromo-2-fluorobenzyloxy)-1-[1-(t-butoxycarbonyl)piperidin-2-yl]propane (590 mg, 1.37 mmol) was dissolved in methylene chloride (11 ml), cooled to 0° C., and treated with 3 ml of trifluoroacetic acid. The reaction mixture was stirred at 0° C. for 20 minutes, then warmed to ambient temperature, and stirred an additional ten minutes. The reaction mixture was diluted with methylene chloride and quenched with saturated sodium bicarbonate. The pH was adjusted to about 10 with 1 N sodium hydroxide...